The task is: describe an organic reaction: reactants, conditions, products, and yield. This data is from the Open Reaction Database (ORD), a public repository of structured organic reaction records. The reactants are C(C)(C)(C)C1=CN=C(S1)NC(C1=C(C=CC(=C1)Cl)OC)=O (N-(5-tert-butylthiazol-2-yl)-5-chloro-2-methoxybenzamide), CC1=CC=C(C=C1)S(=O)(=O)OC[C@H]1NC(CC1)=O ((S)-(5-oxopyrrolidin-2-yl)methyl 4-methylbenzenesulfonate), C([O-])([O-])=O.[K+].[K+] (potassium carbonate). The reagents and catalysts are [I-].C(CCC)[N+](CCCC)(CCCC)CCCC (tetrabutylammonium iodide), S(=O)(=O)(O)[O-].C(CCC)[N+](CCCC)(CCCC)CCCC (tetrabutylammonium hydrogensulfate), [I-].C(C)[N+](CC)(CC)CC (tetraethylammonium iodide). Solvent: C1(=CC=CC=C1)C (toluene). Product: C(C)(C)(C)C1=CN(/C(/S1)=N/C(C1=C(C=CC(=C1)Cl)OC)=O)C[C@H]1NC(CC1)=O (N-[(2Z)-5-tert-butyl-3-{[(2S)-5-oxopyrrolidin-2-yl]methyl}-1,3-thiazol-2(3H)-ylidene]-5-chloro-2-methoxybenzamide). The yield is 48.5%. RXN SMILES: [C:1]([C:5]1[S:9][C:8]([NH:10][C:11](=[O:21])[C:12]2[CH:17]=[C:16]([Cl:18])[CH:15]=[CH:14][C:13]=2[O:19][CH3:20])=[N:7][CH:6]=1)([CH3:4])([CH3:3])[CH3:2].CC1C=CC(S(O[CH2:33][C@@H:34]2[CH2:38][CH2:37][C:36](=[O:39])[NH:35]2)(=O)=O)=CC=1.C(=O)([O-])[O-].[K+].[K+]>[I-].C([N+](CCCC)(CCCC)CCCC)CCC.S([O-])(O)(=O)=O.C([N+](CCCC)(CCCC)CCCC)CCC.[I-].C([N+](CC)(CC)CC)C.C1(C)C=CC=CC=1>[C:1]([C:5]1[S:9]/[C:8](=[N:10]\[C:11](=[O:21])[C:12]2[CH:17]=[C:16]([Cl:18])[CH:15]=[CH:14][C:13]=2[O:19][CH3:20])/[N:7]([CH2:33][C@@H:34]2[CH2:38][CH2:37][C:36](=[O:39])[NH:35]2)[CH:6]=1)([CH3:4])([CH3:2])[CH3:3] |f:2.3.4,5.6,7.8,9.10|. Procedure: A mixture of Example 4C (810 mg, 2.49 mmol), (S)-(5-oxopyrrolidin-2-yl)methyl 4-methylbenzenesulfonate (Aldrich, 807 mg, 3 mmol), potassium carbonate (828 mg, 6 mmol), tetrabutylammonium iodide (20 mg, 0.05 mmol), tetrabutylammonium hydrogensulfate (20 mg, 0.06 mmol) and tetraethylammonium iodide (20 mg, 0.07 mmol) in anhydrous toluene (100 mL) was refluxed for 15 h. The mixture was cooled to room temperature, washed with water, brine, dried with anhydrous MgSO4, filtered, and concentrated under... The reactants are BrBr (bromine), S(=S)(=O)([O-])[O-].[Na+].[Na+] (sodium thiosulfate), C([O-])(O)=O.[Na+] (sodium bicarbonate), C(C)(C)(C)OC(=O)N1CCC(CC1)N1N=CC(=C1)C=1C=NC(=CC1)N (4-[4-(6-aminopyridin-3-yl)-pyrazol-1-yl]-piperidine-1-carboxylic acid tert-butyl ester), C(=O)([O-])[O-].[Na+].[Na+] (Na2CO3). Solvent: C(Cl)Cl (DCM), O (water), C(Cl)Cl (DCM). Reaction conditions: temperature 0 celsius, time 5 hour. The product is C(C)(C)(C)OC(=O)N1CCC(CC1)N1N=CC(=C1)C=1C=NC(=C(C1)Br)N (4-[4-(6-Amino-5-bromopyridin-3-yl)-pyrazol-1-yl]-piperidine-1-carboxylic acid tert-butyl ester). As a reaction SMILES: [C:1]([O:5][C:6]([N:8]1[CH2:13][CH2:12][CH:11]([N:14]2[CH:18]=[C:17]([C:19]3[CH:20]=[N:21][C:22]([NH2:25])=[CH:23][CH:24]=3)[CH:16]=[N:15]2)[CH2:10][CH2:9]1)=[O:7])([CH3:4])([CH3:3])[CH3:2].C([O-])([O-])=O.[Na+].[Na+].[Br:32]Br.S([O-])([O-])(=O)=S.[Na+].[Na+].C(=O)(O)[O-].[Na+]>C(Cl)Cl.O>[C:1]([O:5][C:6]([N:8]1[CH2:13][CH2:12][CH:11]([N:14]2[CH:18]=[C:17]([C:19]3[CH:20]=[N:21][C:22]([NH2:25])=[C:23]([Br:32])[CH:24]=3)[CH:16]=[N:15]2)[CH2:10][CH2:9]1)=[O:7])([CH3:4])([CH3:2])[CH3:3] |f:1.2.3,5.6.7,8.9|. Procedure: To a well stirred solution of 4-[4-(6-aminopyridin-3-yl)-pyrazol-1-yl]-piperidine-1-carboxylic acid tert-butyl ester (24.4 g, 71.1 mmol) in DCM (800 mL) was added solid Na2CO3 (11.2 g, 107 mmol), and the mixture was cooled to 0° C. A solution of bromine (3.6 mL, 71 mmol) in DCM (200 mL) was added dropwise during 30 min, and the reaction mixture was stirred for further 5 h at ambient temperature. The reaction mixture was then cooled to 10° C., and a cold solution of 10% sodium thiosulfate in wate... Reactants: BrC1=CC(=C(C=C1)NC(=O)C=1NC=C(N1)C#N)C1=CCC(CC1)(C)C (4-cyano-1H-imidazole-2-carboxylic acid [4-bromo-2-(4,4-dimethyl-cyclohex-1-enyl)-phenyl]-amide), CC1(N(C(CC(C1)=O)(C)C)CC(F)(F)F)C (2,2,6,6-tetramethyl-1-(2,2,2-trifluoro-ethyl)-piperidin-4-one). Yields the product CC1(CC=C(CC1)C1=C(C=CC(=C1)C1(CC(N(C(C1)(C)C)CC(F)(F)F)(C)C)O)NC(=O)C=1NC=C(N1)C#N)C (4-Cyano-1H-imidazole-2-carboxylic acid {2-(4,4-dimethyl-cyclohex-1-enyl)-4-[4-hydroxy-2,2,6,6-tetramethyl-1-(2,2,2-trifluoro-ethyl)-piperidin-4-yl]-phenyl}-amide). Reaction SMILES: Br[C:2]1[CH:7]=[CH:6][C:5]([NH:8][C:9]([C:11]2[NH:12][CH:13]=[C:14]([C:16]#[N:17])[N:15]=2)=[O:10])=[C:4]([C:18]2[CH2:23][CH2:22][C:21]([CH3:25])([CH3:24])[CH2:20][CH:19]=2)[CH:3]=1.[CH3:26][C:27]1([CH3:41])[CH2:32][C:31](=[O:33])[CH2:30][C:29]([CH3:35])([CH3:34])[N:28]1[CH2:36][C:37]([F:40])([F:39])[F:38]>>[CH3:24][C:21]1([CH3:25])[CH2:22][CH2:23][C:18]([C:4]2[CH:3]=[C:2]([C:31]3([OH:33])[CH2:30][C:29]([CH3:35])([CH3:34])[N:28]([CH2:36][C:37]([F:38])([F:39])[F:40])[C:27]([CH3:41])([CH3:26])[CH2:32]3)[CH:7]=[CH:6][C:5]=2[NH:8][C:9]([C:11]2[NH:12][CH:13]=[C:14]([C:16]#[N:17])[N:15]=2)=[O:10])=[CH:19][CH2:20]1. Procedure details: The title compound was prepared as described in Example 1, step (h) using 4-cyano-1H-imidazole-2-carboxylic acid [4-bromo-2-(4,4-dimethyl-cyclohex-1-enyl)-phenyl]-amide (as prepared in Example 1, step (g) and 2,2,6,6-tetramethyl-1-(2,2,2-trifluoro-ethyl)-piperidin-4-one (as prepared above). 1H-NMR (CD3OD; 400 MHz): δ 8.22 (d, 1H, J=8.4 Hz), 7.98 (s, 1H), 7.43 (dd, 1H, J=8.4, 2.0 Hz), 7.33 (d, 1H, J=2.0 Hz), 5.73 (br s, 1H), 4.18 (m, 2H), 2.28-2.36 (m, 4H), 2.08 (m, 4H), 1.73 (s, 6H), 1.58 (m, 2H... The reactants are CCCCN=C=O, C1CCOC1, Nc1ccc(NC(=C2C(=O)Nc3ccccc32)c2ccccc2)cc1. Yields the product CCCCNC(=O)Nc1ccc(NC(=C2C(=O)Nc3ccccc32)c2ccccc2)cc1. Reaction SMILES: [CH2:26]([CH2:27][CH2:28][CH3:29])[N:30]=[C:31]=[O:32].[CH2:33]1[O:34][CH2:35][CH2:36][CH2:37]1.[NH2:1][c:2]1[cH:3][cH:4][c:5]([NH:8][C:9]([c:10]2[cH:11][cH:12][cH:13][cH:14][cH:15]2)=[C:16]2[C:17](=[O:25])[NH:18][c:19]3[cH:20][cH:21][cH:22][cH:23][c:24]32)[cH:6][cH:7]1>>[NH:1]([c:2]1[cH:3][cH:4][c:5]([NH:8][C:9]([c:10]2[cH:11][cH:12][cH:13][cH:14][cH:15]2)=[C:16]2[C:17](=[O:25])[NH:18][c:19]3[cH:20][cH:21][cH:22][cH:23][c:24]32)[cH:6][cH:7]1)[C:31]([NH:30][CH2:26][CH2:27][CH2:28][CH3:29])=[O:32]. Reactants: Cn1nc(C(C)(C)C)cc1NC(=O)Oc1ccccc1, COCCOc1cc2ncnc(Oc3cccc(N)c3)c2cc1OC, CN(C)c1ccncc1, CCN(C(C)C)C(C)C. The product is COCCOc1cc2ncnc(Oc3cccc(NC(=O)Nc4cc(C(C)(C)C)nn4C)c3)c2cc1OC. As a reaction SMILES: [C:1]([CH3:2])([CH3:3])([CH3:4])[c:5]1[n:6][n:7]([CH3:20])[c:8]([NH:10][C:11]([O:12][c:13]2[cH:14][cH:15][cH:16][cH:17][cH:18]2)=[O:19])[cH:9]1.[CH3:21][O:22][c:23]1[cH:24][c:25]2[c:26]([O:38][c:39]3[cH:40][c:41]([NH2:42])[cH:43][cH:44][cH:45]3)[n:27][cH:28][n:29][c:30]2[cH:31][c:32]1[O:33][CH2:34][CH2:35][O:36][CH3:37].[CH3:55][N:56]([c:57]1[cH:58][cH:59][n:60][cH:61][cH:62]1)[CH3:63].[CH:46]([N:47]([CH:48]([CH3:49])[CH3:50])[CH2:51][CH3:52])([CH3:53])[CH3:54]>>[C:1]([CH3:2])([CH3:3])([CH3:4])[c:5]1[n:6][n:7]([CH3:20])[c:8]([NH:10][C:11](=[O:19])[NH:42][c:41]2[cH:40][c:39]([O:38][c:26]3[c:25]4[cH:24][c:23]([O:22][CH3:21])[c:32]([O:33][CH2:34][CH2:35][O:36][CH3:37])[cH:31][c:30]4[n:29][cH:28][n:27]3)[cH:45][cH:44][cH:43]2)[cH:9]1. Reaction SMILES: Br[CH:2]([C:6]1[CH:11]=[CH:10][CH:9]=[CH:8][CH:7]=1)[C:3]([OH:5])=[O:4].[OH:12][C:13]1[CH:21]=[CH:20][CH:19]=[C:18]([SH:22])[C:14]=1[C:15]([OH:17])=[O:16].Cl>[OH-].[Na+]>[C:6]1([CH:2]([S:22][C:18]2[CH:19]=[CH:20][CH:21]=[C:13]([OH:12])[C:14]=2[C:15]([OH:17])=[O:16])[C:3]([OH:5])=[O:4])[CH:11]=[CH:10][CH:9]=[CH:8][CH:7]=1 |f:3.4|. Product: C1(=CC=CC=C1)C(C(=O)O)SC1=C(C(=CC=C1)O)C(=O)O (2-Phenyl-2-(2'-carboxy-3'-hydroxyphenylthio)-acetic acid). Solvent: [OH-].[Na+] (sodium hydroxide). Procedure: α-Bromophenylacetic acid (0.26 g, 1.2 mmol) was added to a solution of 2-hydroxy-6-mercaptobenzoic acid (0.20 g, 1.2 mmol) in 1N aqueous sodium hydroxide (25 ml). The reaction mixture was stirred at reflux temperature for 1 hour under a nitrogen atmosphere. The cooled reaction mixture was acidified with 2N hydrochloric acid. The solid that precipitated out was collected by filtration, washed with water, and dried in vacuo over calcium sulfate; yield 0.20 g (38%). NMR (CDCl3, 60 MHz): δ4.86 (s, S... The reactants are BrC(C(=O)O)C1=CC=CC=C1 (α-Bromophenylacetic acid), OC1=C(C(=O)O)C(=CC=C1)S (2-hydroxy-6-mercaptobenzoic acid), Cl (hydrochloric acid).